From a dataset of the Open Reaction Database (ORD), a public repository of structured organic reaction records. describe an organic reaction: reactants, conditions, products, and yield Starting materials: C(OC(C)I)(OCC(CC)C)=O (1-iodoethyl 2-methylbutyl carbonate), C(C)(=O)OCC (ethyl acetate), ice water, NC=1SC=C(N1)CC(=O)N[C@H]1[C@@H]2N(C(=C(CS2)CSC2=NN=NN2CCN(C)C)C(=O)[O-])C1=O.[K+] (potassium 7β-[2-(2-aminothiazol-4-yl)acetamido]-3-[[[1-(2-dimethylaminoethyl)-1H-tetrazol-5-yl]thio]methyl]ceph-3-em-4-carboxylate). Run in CC(=O)N(C)C (dimethylacetamide). Conditions: temperature -5 celsius, time 5 minute. Yields the product NC=1SC=C(N1)CC(=O)N[C@H]1[C@@H]2N(C(=C(CS2)CSC2=NN=NN2CCN(C)C)C(=O)OC(C)OC(=O)OCC(CC)C)C1=O (1-(2-Methylbutoxycarbonyloxy)ethyl 7β-[2-(2-aminothiazol-4-yl)acetamido]-3-[[[1-(2-dimethylaminoethyl)-1H-tetrazol-5-yl]thio]methyl]ceph-3-em-4-carboxylate). Isolated yield 30.9%. RXN SMILES: [NH2:1][C:2]1[S:3][CH:4]=[C:5]([CH2:7][C:8]([NH:10][C@@H:11]2[C:33](=[O:34])[N:13]3[C:14]([C:30]([O-:32])=[O:31])=[C:15]([CH2:18][S:19][C:20]4[N:24]([CH2:25][CH2:26][N:27]([CH3:29])[CH3:28])[N:23]=[N:22][N:21]=4)[CH2:16][S:17][C@H:12]23)=[O:9])[N:6]=1.[K+].[C:36](=[O:47])([O:41][CH2:42][CH:43]([CH3:46])[CH2:44][CH3:45])[O:37][CH:38](I)[CH3:39].C(OCC)(=O)C>CC(N(C)C)=O>[NH2:1][C:2]1[S:3][CH:4]=[C:5]([CH2:7][C:8]([NH:10][C@@H:11]2[C:33](=[O:34])[N:13]3[C:14]([C:30]([O:32][CH:38]([O:37][C:36]([O:41][CH2:42][CH:43]([CH3:46])[CH2:44][CH3:45])=[O:47])[CH3:39])=[O:31])=[C:15]([CH2:18][S:19][C:20]4[N:24]([CH2:25][CH2:26][N:27]([CH3:29])[CH3:28])[N:23]=[N:22][N:21]=4)[CH2:16][S:17][C@H:12]23)=[O:9])[N:6]=1 |f:0.1|. Reported procedure: In 80 ml of dimethylacetamide is dissolved 5.6 g of potassium 7β-[2-(2-aminothiazol-4-yl)acetamido]-3-[[[1-(2-dimethylaminoethyl)-1H-tetrazol-5-yl]thio]methyl]ceph-3-em-4-carboxylate, and the solution is cooled to -5° C. With stirring, 4.8 g of 1-iodoethyl 2-methylbutyl carbonate is added at one stroke and stirring is continued for 5 minutes. The reaction mixture is poured into a mixture of 300 ml of ethyl acetate and 200 ml of ice-water and the organic layer is separated. The aqueous layer is e... Reactants: COC=C(C(=O)OC)n1cccc1, CC(=O)[O-], ClCCCl, [Na+], CN(C)C=O, O=P(Cl)(Cl)Cl, c1cc[nH]c1. Yields the product COC=C(C(=O)OC)n1cccc1C=O. As a reaction SMILES: [CH3:1][O:2][CH:3]=[C:4]([C:5](=[O:6])[O:7][CH3:8])[n:9]1[cH:10][cH:11][cH:12][cH:13]1.[CH3:25][C:26](=[O:27])[O-:28].[Cl:34][CH2:35][CH2:36][Cl:37].[Na+:24].[O:19]=[CH:20][N:21]([CH3:22])[CH3:23].[P:14]([Cl:15])([Cl:16])([Cl:17])=[O:18].[nH:29]1[cH:30][cH:31][cH:32][cH:33]1>>[CH3:1][O:2][CH:3]=[C:4]([C:5](=[O:6])[O:7][CH3:8])[n:9]1[cH:10][cH:11][cH:12][c:13]1[CH:20]=[O:19].